describe an organic reaction: reactants, conditions, products, and yield From a dataset of the Open Reaction Database (ORD), a public repository of structured organic reaction records. Reactants: C1=CC(=CC=2SC3=C(C=CC21)C=CC=C3)C(=O)O (dibenzo[b,f]thiepin-3-carboxylic acid), C1=CC(=CC=2SC3=C(CCC21)C=CC=C3)C(=O)O (10,11-dihydrodibenzo[b,f]thiepin-3-carboxylic acid). Product: OCC=1C=CC2=C(SC3=C(C=C2)C=CC=C3)C1 (3-Hydroxymethyldibenzo[b,f]thiepin). Reaction SMILES: [CH:1]1[C:11]2[CH:10]=[CH:9][C:8]3[CH:12]=[CH:13][CH:14]=[CH:15][C:7]=3[S:6][C:5]=2[CH:4]=[C:3]([C:16](O)=[O:17])[CH:2]=1.C1C2CCC3C=CC=CC=3SC=2C=C(C(O)=O)C=1>>[OH:17][CH2:16][C:3]1[CH:2]=[CH:1][C:11]2[CH:10]=[CH:9][C:8]3[CH:12]=[CH:13][CH:14]=[CH:15][C:7]=3[S:6][C:5]=2[CH:4]=1. Procedure details: Repeat the process of Example 1, substituting an equivalent quantity of dibenzo[b,f]thiepin-3-carboxylic acid for the 10,11-dihydrodibenzo[b,f]thiepin-3-carboxylic acid, to obtain the title product (m.p., 111°-112° C.). The reactants are C(C)(=O)OC=1C(C(=O)O)=CC=CC1 (acetylsalicyclic acid), FC(C1=CC=C(CN)C=C1)(F)F (4-trifluoromethylbenzylamine). The product is FC(C1=CC=C(C=C1)CNC(C1=C(C=CC=C1)O)=O)(F)F (N-(4-trifluoromethylphenylmethyl)-2-hydroxybenzamide). Reaction SMILES: C([O:4][C:5]1[C:6](=[CH:10][CH:11]=[CH:12][CH:13]=1)[C:7]([OH:9])=O)(=O)C.[F:14][C:15]([F:25])([F:24])[C:16]1[CH:23]=[CH:22][C:19]([CH2:20][NH2:21])=[CH:18][CH:17]=1>>[F:14][C:15]([F:24])([F:25])[C:16]1[CH:17]=[CH:18][C:19]([CH2:20][NH:21][C:7](=[O:9])[C:6]2[CH:10]=[CH:11][CH:12]=[CH:13][C:5]=2[OH:4])=[CH:22][CH:23]=1. Procedure: This compound was obtained as a white solid starting from acetylsalicyclic acid and 4-trifluoromethylbenzylamine using the same procedure described in example 5. Starting materials: O (water), [H-].[Na+] (Sodium hydride), OC=1C=NC=CC1 (3-hydroxypyridine), O=C1OCC2N1CCN(C2)C(=O)OC(C)(C)C (tert-butyl tetrahydro-3-oxo-1H-oxazolo[3,4-a]pyrazine-7(3H)-carboxylate). Solvent: CN(C)C=O (DMF). Reaction conditions: temperature 120 celsius. Yields the product N1=CC(=CC=C1)OC[C@H]1CN(CCN1)C(=O)OC(C)(C)C ((R)-tert-butyl 3-((pyridin-3-yloxy)methyl)piperazine-1-carboxylate). Isolated yield 41.9%. As a reaction SMILES: [H-].[Na+].[OH:3][C:4]1[CH:5]=[N:6][CH:7]=[CH:8][CH:9]=1.O=C1[N:15]2[CH2:16][CH2:17][N:18]([C:20]([O:22][C:23]([CH3:26])([CH3:25])[CH3:24])=[O:21])[CH2:19][CH:14]2[CH2:13]O1.O>CN(C=O)C>[N:6]1[CH:7]=[CH:8][CH:9]=[C:4]([O:3][CH2:13][C@@H:14]2[NH:15][CH2:16][CH2:17][N:18]([C:20]([O:22][C:23]([CH3:24])([CH3:26])[CH3:25])=[O:21])[CH2:19]2)[CH:5]=1 |f:0.1|. Reported procedure: Sodium hydride (60% dispersion in mineral oil, 4.50 g, 113 mmol) was added portionwise to a solution of 3-hydroxypyridine (13.2 g, 139 mmol) and tert-butyl tetrahydro-3-oxo-1H-oxazolo[3,4-a]pyrazine-7(3H)-carboxylate (3.37 g, 13.9 mmol) in DMF (100 mL). Upon complete addition, the reaction mixture was heated to 120° C. for 60 h. Upon cooling to rt, water (10 mL) was added and the reaction mixture was concentrated under reduced pressure. The material was dissolved in H2O (150 mL) and EtOAc (100 m... Starting materials: ClC=1C=CC(=C(C1)C1=NC=CC(=C1)NC=1C=2C(N=CC1)=CN(N2)CC2=CC=C(C=C2)OC)F (N-(2-(5-chloro-2-fluorophenyl)pyridin-4-yl)-2-(4-methoxybenzyl)-2H-pyrazolo[4,3-b]pyridin-7-amine), C(=O)(C(F)(F)F)O (TFA). Run at temperature 70 celsius. Product: ClC=1C=CC(=C(C1)C1=NC=CC(=C1)NC1=C2C(=NC=C1)C=NN2)F (N-(2-(5-chloro-2-fluorophenyl)pyridin-4-yl)-1H-pyrazolo[4,3-b]pyridin-7-amine). RXN SMILES: [Cl:1][C:2]1[CH:3]=[CH:4][C:5]([F:33])=[C:6]([C:8]2[CH:13]=[C:12]([NH:14][C:15]3[C:16]4[C:17](=[CH:21][N:22](CC5C=CC(OC)=CC=5)[N:23]=4)[N:18]=[CH:19][CH:20]=3)[CH:11]=[CH:10][N:9]=2)[CH:7]=1.C(O)(C(F)(F)F)=O>>[Cl:1][C:2]1[CH:3]=[CH:4][C:5]([F:33])=[C:6]([C:8]2[CH:13]=[C:12]([NH:14][C:15]3[CH:20]=[CH:19][N:18]=[C:17]4[CH:21]=[N:22][NH:23][C:16]=34)[CH:11]=[CH:10][N:9]=2)[CH:7]=1. Reported procedure: To a vial containing N-(2-(5-chloro-2-fluorophenyl)pyridin-4-yl)-2-(4-methoxybenzyl)-2H-pyrazolo[4,3-b]pyridin-7-amine was added 5 mL of neat TFA and the mixture was heated at 70° C. for 3 hours. Cooled to room temperature and concentrated to dryness. The residue was purified by preparative HPLC eluting with a gradient of 10-30% acetonitrile (containing 0.035% TFA) in water (containing 0.05% TFA) using a Sunfire Prep 5 μm C18, 75×30 mm column conditions to give, after drying in vacuo, the title ... Reactants: C(\C=C\C1=CC=CC=C1)(=O)O (trans-Cinnamic acid), C(C(=O)Cl)(=O)Cl (oxalyl chloride). Run in C1(=CC=CC=C1)C (toluene). Run at temperature 0 celsius, time 1.5 hour. Yields the product C(\C=C\C1=CC=CC=C1)(=O)Cl (trans-cinnamoyl chloride). The yield is 135.9%. Reaction SMILES: [C:1]([OH:11])(=O)/[CH:2]=[CH:3]/[C:4]1[CH:9]=[CH:8][CH:7]=[CH:6][CH:5]=1.C(Cl)(=O)C([Cl:15])=O>C1(C)C=CC=CC=1>[C:1]([Cl:15])(=[O:11])/[CH:2]=[CH:3]/[C:4]1[CH:9]=[CH:8][CH:7]=[CH:6][CH:5]=1. Procedure: trans-Cinnamic acid (5 g, 33.7 mmol, Aldrich) was dissolved in toluene (100 mL), and the solution was cooled to 0° C. and flushed with N2. Anhydrous DMF (0.1 mL) was added, followed by oxalyl chloride (8.56 g, 5.88 mL, 67.4 mmol) dropwise over 8 minutes. The mixture was stirred at 0° C. for 1 hour and at room temperature for 1.5 hours. The solvent was removed under vacuum to give the title compound (7.63 g). The reactants are COC1=C(C=C(CN2CCC(CC2)NC2=NC=C(C(=O)N)C(=C2)C(F)(F)F)C=C1)OCCC (6-[1-(4-Methoxy-3-propoxy-benzyl)-piperidin-4-ylamino]-4-trifluoromethyl-nicotinamide), Cl.Cl.COC(C1=CN=C(C=C1C(F)(F)F)NC1CCNCC1)=O (6-(piperidin-4-ylamino)-4-trifluoromethyl-nicotinic acid methyl ester dihydrochloride), Cl.Cl.COC(C1=CN=C(C=C1C(F)(F)F)NC1CCNCC1)=O (6-(piperidin-4-ylamino)-4-trifluoromethyl-nicotinic acid methyl ester dihydrochloride), ClC1=C(C=C(C=O)C=C1)OCC (4-chloro-3-ethoxy-benzaldehyde), ClC1=C(C=C(C=O)C=C1)OCC (4-chloro-3-ethoxy-benzaldehyde). Product: ClC1=C(C=C(CN2CCC(CC2)NC2=NC=C(C(=O)N)C(=C2)C(F)(F)F)C=C1)OCC (6-[1-(4-Chloro-3-ethoxy-benzyl)-piperidin-4-ylamino]-4-trifluoromethyl-nicotinamide). As a reaction SMILES: CO[C:3]1[CH:29]=[CH:28][C:6]([CH2:7][N:8]2[CH2:13][CH2:12][CH:11]([NH:14][C:15]3[CH:23]=[C:22]([C:24]([F:27])([F:26])[F:25])[C:18]([C:19]([NH2:21])=[O:20])=[CH:17][N:16]=3)[CH2:10][CH2:9]2)=[CH:5][C:4]=1[O:30][CH2:31][CH2:32]C.Cl.Cl.COC(=O)C1C(C(F)(F)F)=CC(NC2CCNCC2)=NC=1.[Cl:57]C1C=CC(C=O)=CC=1OCC>>[Cl:57][C:3]1[CH:29]=[CH:28][C:6]([CH2:7][N:8]2[CH2:13][CH2:12][CH:11]([NH:14][C:15]3[CH:23]=[C:22]([C:24]([F:27])([F:26])[F:25])[C:18]([C:19]([NH2:21])=[O:20])=[CH:17][N:16]=3)[CH2:10][CH2:9]2)=[CH:5][C:4]=1[O:30][CH2:31][CH3:32] |f:1.2.3|. Procedure details: The title compound was prepared in analogy to the synthesis of 6-[1-(4-methoxy-3-propoxy-benzyl)-piperidin-4-ylamino]-4-trifluoromethyl-nicotinamide (example 197) from 6-(piperidin-4-ylamino)-4-trifluoromethyl-nicotinic acid methyl ester dihydrochloride (intermediate B7) and 4-chloro-3-ethoxy-benzaldehyde (intermediate E2) in a yield of 13.1 mg (19%). MS (ISP): 458.3 [M+H]+. Starting materials: FC1=CC=C(OC2=CC=C(C=C2)S(=O)(=O)N2C(C3=CC=C(C=C3CC2)O)C(=O)OC)C=C1 (Methyl 2-[4-(4-fluorophenoxy)benzenesulfonyl]-6-hydroxy-1,2,3,4-tetrahydro-isoquinoline-1-carboxylate), N1CCC(CC1)CCO (2-piperidin-4-ylethanol), FC1=CC=C(OC2=CC=C(C=C2)S(=O)(=O)N2C(C3=CC=C(C=C3CC2)OCCCN2CCN(CC2)C)C(=O)OC)C=C1 (Methyl 2-[4-(4-fluorophenoxy)benzenesulfonyl]-6-[3-(4-methylpiperazin-1-yl)propoxy]-1,2,3,4-tetrahydroisoquinoline-1-carboxylate). The product is FC1=CC=C(OC2=CC=C(C=C2)S(=O)(=O)N2C(C3=CC=C(C=C3CC2)OCCN2CCCCC2)C(=O)OC)C=C1 (Methyl 2-[4-(4-fluorophenoxy)benzenesulfonyl]-6-(2-piperidin-1-ylethoxy)-1,2,3,4-tetrahydroisoquinoline-1-carboxylate). As a reaction SMILES: [F:1][C:2]1[CH:32]=[CH:31][C:5]([O:6][C:7]2[CH:12]=[CH:11][C:10]([S:13]([N:16]3[CH2:25][CH2:24][C:23]4[C:18](=[CH:19][CH:20]=[C:21]([OH:26])[CH:22]=4)[CH:17]3[C:27]([O:29][CH3:30])=[O:28])(=[O:15])=[O:14])=[CH:9][CH:8]=2)=[CH:4][CH:3]=1.[NH:33]1[CH2:38][CH2:37][CH:36](CCO)[CH2:35][CH2:34]1.F[C:43]1C=CC(OC2C=CC(S(N3CCC4C(=CC=C(OCCCN5CCN(C)CC5)C=4)C3C(OC)=O)(=O)=O)=CC=2)=C[CH:44]=1>>[F:1][C:2]1[CH:3]=[CH:4][C:5]([O:6][C:7]2[CH:8]=[CH:9][C:10]([S:13]([N:16]3[CH2:25][CH2:24][C:23]4[C:18](=[CH:19][CH:20]=[C:21]([O:26][CH2:43][CH2:44][N:33]5[CH2:34][CH2:35][CH2:36][CH2:37][CH2:38]5)[CH:22]=4)[CH:17]3[C:27]([O:29][CH3:30])=[O:28])(=[O:14])=[O:15])=[CH:11][CH:12]=2)=[CH:31][CH:32]=1. Procedure: Methyl 2-[4-(4-fluorophenoxy)benzenesulfonyl]-6-hydroxy-1,2,3,4-tetrahydro-isoquinoline-1-carboxylate (3B) is reacted with 2-piperidin-4-ylethanol by the method described under 3C. The reactants are C(=O)[O-].[NH4+] (ammonium formate), C(=O)=O (carbon dioxide), [Cl-] (chloride), C(=O)[O-] (formate), ammonium ion, C(=O)=O (carbon dioxide), S (hydrogen sulfide), N (ammonia), N (ammonia), S (hydrogen sulfide). Solvent: O (water), C(=O)O (formic acid). Product: C([O-])(O)=O (bicarbonate), C([O-])([O-])=O (carbonate), [SH-] (bisulfide). Reaction SMILES: N.[CH:2]([O-:4])=[O:3].[NH4+].[C:6](=[O:8])=[O:7].[SH2:9].[Cl-].C([O-])=[O:12]>O.C(O)=O>[C:2](=[O:7])([OH:4])[O-:3].[C:6](=[O:12])([O-:8])[O-:7].[SH-:9] |f:1.2|. Procedure details: The formic acid is also neutralized by ammonia, to make ammonium formate as another wastewater constituent. The acidic gases carbon dioxide and hydrogen sulfide are also components of the syngas, but are not very water soluble. Most of the remaining ammonia in the gasification wastewater which is not neutralized by chloride or formate reacts as the ammonium ion with the anionic forms of the acid gases carbon dioxide and hydrogen sulfide to form bicarbonate or carbonate depending on the pH, and b... The reactants are C(#N)C=1C=C(C=CC1OCC(C)C)B(O)O ((3-cyano-4-isobutoxyphenyl)boronic acid), ClC=1C=C(C(=O)OC)C=CN1 (methyl 2-chloroisonicotinate). The reagents and catalysts are C=1C=CC(=CC1)[P](C=2C=CC=CC2)(C=3C=CC=CC3)[Pd]([P](C=4C=CC=CC4)(C=5C=CC=CC5)C=6C=CC=CC6)([P](C=7C=CC=CC7)(C=8C=CC=CC8)C=9C=CC=CC9)[P](C=1C=CC=CC1)(C=1C=CC=CC1)C=1C=CC=CC1 (tetrakis(triphenylphosphine)palladium). Run in C1(=CC=CC=C1)C (toluene), C([O-])([O-])=O.[Na+].[Na+] (sodium carbonate). The product is C(#N)C=1C=C(C=CC1OCC(C)C)C=1C=C(C(=O)OC)C=CN1 (methyl 2-(3-cyano-4-isobutoxyphenyl)isonicotinate). Isolated yield 95.7%. RXN SMILES: [C:1]([C:3]1[CH:4]=[C:5](B(O)O)[CH:6]=[CH:7][C:8]=1[O:9][CH2:10][CH:11]([CH3:13])[CH3:12])#[N:2].Cl[C:18]1[CH:19]=[C:20]([CH:25]=[CH:26][N:27]=1)[C:21]([O:23][CH3:24])=[O:22]>C1(C)C=CC=CC=1.C(=O)([O-])[O-].[Na+].[Na+].C1C=CC([P]([Pd]([P](C2C=CC=CC=2)(C2C=CC=CC=2)C2C=CC=CC=2)([P](C2C=CC=CC=2)(C2C=CC=CC=2)C2C=CC=CC=2)[P](C2C=CC=CC=2)(C2C=CC=CC=2)C2C=CC=CC=2)(C2C=CC=CC=2)C2C=CC=CC=2)=CC=1>[C:1]([C:3]1[CH:4]=[C:5]([C:18]2[CH:19]=[C:20]([CH:25]=[CH:26][N:27]=2)[C:21]([O:23][CH3:24])=[O:22])[CH:6]=[CH:7][C:8]=1[O:9][CH2:10][CH:11]([CH3:13])[CH3:12])#[N:2] |f:3.4.5,^1:44,46,65,84|. Procedure details: In a mixed solution of 50 ml of toluene and 30 ml of a 2M aqueous sodium carbonate solution were dissolved 1.46 g of (3-cyano-4-isobutoxyphenyl)boronic acid and 1.86 g of methyl 2-chloroisonicotinate, and the resulting solution was heated at 100° C. for 1 hour in the presence of 0.49 g of tetrakis(triphenylphosphine)palladium. The reaction solution was extracted with ethyl acetate and the organic layer was washed with brine and then dried and concentrated under reduced pressure. The residue was ... Starting materials: C1C2(CC1C2)N(Cc1ccccc1)Cc1ccccc1. The reagents and catalysts are c1ccc(cc1)-c2c3ccccc3cc4ccccc24 (9-Phenylanthracene), N.Cl (20% Pd(OH)2/C). The solvent is CO (MeOH). Reaction conditions: temperature 25 celsius, time 18 hour. Product: NC12CC(C1)C2. As a reaction SMILES: C(c1ccccc1)[N:1]([C:2]2([CH2:6][CH:4]3[CH2:3]2)[CH2:5]3)Cc4ccccc4>>[NH2:1][C:2]1([CH2:6][CH:4]2[CH2:3]1)[CH2:5]2.